Dataset: the Open Reaction Database (ORD), a public repository of structured organic reaction records. Task: describe an organic reaction: reactants, conditions, products, and yield Starting materials: C(C)I (ethyl iodide), O (water), COC1=CC=C(C=C1)[C@@H]1NC(N[C@@H]1C1=CC=C(C=C1)OC)=S (cis-4,5-bis-(p-methoxyphenyl)-imidazolidine-2-thione), [Na] (sodium). Run in CO (methanol), CN(C=O)C (dimethylformamide). Reaction conditions: time 8 hour. Product: C(C)SC=1N[C@@H]([C@@H](N1)C1=CC=C(C=C1)OC)C1=CC=C(C=C1)OC (cis-2-Ethylthio-4,5-bis-(p-methoxyphenyl)-imidazoline). Reaction SMILES: [CH3:1][O:2][C:3]1[CH:8]=[CH:7][C:6]([C@H:9]2[C@@H:13]([C:14]3[CH:19]=[CH:18][C:17]([O:20][CH3:21])=[CH:16][CH:15]=3)[NH:12][C:11](=[S:22])[NH:10]2)=[CH:5][CH:4]=1.[Na].[CH2:24](I)[CH3:25].O>CO.CN(C)C=O>[CH2:24]([S:22][C:11]1[NH:12][C@H:13]([C:14]2[CH:19]=[CH:18][C:17]([O:20][CH3:21])=[CH:16][CH:15]=2)[C@H:9]([C:6]2[CH:7]=[CH:8][C:3]([O:2][CH3:1])=[CH:4][CH:5]=2)[N:10]=1)[CH3:25] |^1:22|. Procedure: 12 g of cis-4,5-bis-(p-methoxyphenyl)-imidazolidine-2-thione are added to a solution of 0.88 g of sodium in 13 ml of methanol. The mixture is then diluted with 200 ml of dimethylformamide and left to stand overnight, 4 ml of ethyl iodide are added and the mixture is stirred for 5 hours at room temperature and poured into 300 ml of water. The crystals which have precipitated out are filtered off with suction and dissolved in methylene chloride. The solution is dried over sodium sulfate and evapor... The reactants are C1(CC1)C(=O)NC(CCCCBr)=O (N-cyclopropanecarbonyl-5-bromovaleramide), C1(=CC=CC=C1)P(C1=CC=CC=C1)C1=CC=CC=C1 (triphenylphosphine). The solvent is C(C)#N (acetonitrile). Product: [Br-].C1(CC1)C(=O)NC(=O)CCCC[P+](C1=CC=CC=C1)(C1=CC=CC=C1)C1=CC=CC=C1 ([4-(cyclopropanecarbonylaminocarbonyl)butyl]triphenylphosphonium bromide). Yield: 23.8%. Reaction SMILES: [CH:1]1([C:4]([NH:6][C:7](=[O:13])[CH2:8][CH2:9][CH2:10][CH2:11][Br:12])=[O:5])[CH2:3][CH2:2]1.[C:14]1([P:20]([C:27]2[CH:32]=[CH:31][CH:30]=[CH:29][CH:28]=2)[C:21]2[CH:26]=[CH:25][CH:24]=[CH:23][CH:22]=2)[CH:19]=[CH:18][CH:17]=[CH:16][CH:15]=1>C(#N)C>[Br-:12].[CH:1]1([C:4]([NH:6][C:7]([CH2:8][CH2:9][CH2:10][CH2:11][P+:20]([C:21]2[CH:22]=[CH:23][CH:24]=[CH:25][CH:26]=2)([C:27]2[CH:32]=[CH:31][CH:30]=[CH:29][CH:28]=2)[C:14]2[CH:15]=[CH:16][CH:17]=[CH:18][CH:19]=2)=[O:13])=[O:5])[CH2:3][CH2:2]1 |f:3.4|. Procedure: A mixture of 4.96 g. (20 mmoles) of the N-cyclopropanecarbonyl-5-bromovaleramide prepared above, 7.86 g. (30 mmoles) of triphenylphosphine, and 50 ml. of acetonitrile were heated at reflux temperatures under nitrogen for 112 hours. The mixture was then concentrated and the resultant white foam was purified by column chromatography on Silica gel (Baker 60-200 mesh) using 5% methanol in methylene chloride as eluent. After removal of starting materials and less polar impurities, the desired [4-(cyc...